Dataset: the Open Reaction Database (ORD), a public repository of structured organic reaction records. Task: describe an organic reaction: reactants, conditions, products, and yield The reactants are C1(=CC=CC=C1)S(=O)(=O)CC1=CC=C(C(=C1C(=O)OC)NCCNC(=O)OC(C)(C)C)C1=COC=C1 (Methyl 6-(benzenesulphonylmethyl)-2-[2-(t-butoxycarbonylamino)-ethylamino]-3-(furan-3-yl)benzoate), CN (methylamine), C1(=CC=CC=C1)S(=O)(=O)CC1=CC=C(C(=C1C(=O)OC)OS(=O)(=O)C(F)(F)F)C1=COC=C1 (methyl 6-(benzenesulphonylmethyl)-3-(furan-3-yl)-2-(trifluoromethanesulphonyloxy)benzoate), C1(=CC=CC=C1)S(=O)(=O)CC1=CC=C(C(=C1C(=O)OC)OS(=O)(=O)C(F)(F)F)C1=COC=C1 (methyl 6-(benzenesulphonylmethyl)-3-(furan-3-yl)-2-(trifluoromethanesulphonyloxy)benzoate). Solvent: C1CCOC1 (THF). Product: C1(=CC=CC=C1)S(=O)(=O)CC1=CC=C(C(=C1C(=O)OC)NC)C1=COC=C1 (Methyl 6-(benzenesulphonylmethyl)-3-(furan-3-yl)-2-methylaminobenzoate). As a reaction SMILES: [C:1]1([S:7]([CH2:10][C:11]2[C:16]([C:17]([O:19][CH3:20])=[O:18])=[C:15]([NH:21][CH2:22]CNC(OC(C)(C)C)=O)[C:14]([C:32]3[CH:36]=[CH:35][O:34][CH:33]=3)=[CH:13][CH:12]=2)(=[O:9])=[O:8])[CH:6]=[CH:5][CH:4]=[CH:3][CH:2]=1.C1(S(CC2C(C(OC)=O)=C(OS(C(F)(F)F)(=O)=O)C(C3C=COC=3)=CC=2)(=O)=O)C=CC=CC=1.CN>C1COCC1>[C:1]1([S:7]([CH2:10][C:11]2[C:16]([C:17]([O:19][CH3:20])=[O:18])=[C:15]([NH:21][CH3:22])[C:14]([C:32]3[CH:36]=[CH:35][O:34][CH:33]=3)=[CH:13][CH:12]=2)(=[O:9])=[O:8])[CH:6]=[CH:5][CH:4]=[CH:3][CH:2]=1. Procedure: Prepared by proceeding in a similar manner to Intermediate 122, starting from methyl 6-(benzenesulphonylmethyl)-3-(furan-3-yl)-2-(trifluoromethanesulphonyloxy)-benzoate (Intermediate 123) and 2M methylamine in THF. Starting materials: FC1=CC=C(C=C1)C1=NN(C2=C1C=NC(=C2)NC(=O)N[C@H](C)C2=CC=CC=C2)C(C2=CC=CC=C2)(C2=CC=CC=C2)C2=CC=CC=C2 ((R)-1-(3-(4-fluorophenyl)-1-trityl-1H-pyrazolo[4,3-c]pyridin-6-yl)-3-(1-phenylethyl)urea), C(=O)(C(F)(F)F)O (TFA), C(C)[SiH](CC)CC (triethylsilane). Run in C(Cl)Cl (DCM). Conditions: time 10 minute. Product: FC1=CC=C(C=C1)C1=NNC2=C1C=NC(=C2)NC(=O)N[C@H](C)C2=CC=CC=C2 ((R)-1-(3-(4-fluorophenyl)-1H-pyrazolo[4,3-c]pyridin-6-yl)-3-(1-phenylethyl)urea). The yield is 83.0%. RXN SMILES: [F:1][C:2]1[CH:7]=[CH:6][C:5]([C:8]2[C:12]3[CH:13]=[N:14][C:15]([NH:17][C:18]([NH:20][C@@H:21]([C:23]4[CH:28]=[CH:27][CH:26]=[CH:25][CH:24]=4)[CH3:22])=[O:19])=[CH:16][C:11]=3[N:10](C(C3C=CC=CC=3)(C3C=CC=CC=3)C3C=CC=CC=3)[N:9]=2)=[CH:4][CH:3]=1.C(O)(C(F)(F)F)=O.C([SiH](CC)CC)C>C(Cl)Cl>[F:1][C:2]1[CH:3]=[CH:4][C:5]([C:8]2[C:12]3[CH:13]=[N:14][C:15]([NH:17][C:18]([NH:20][C@@H:21]([C:23]4[CH:24]=[CH:25][CH:26]=[CH:27][CH:28]=4)[CH3:22])=[O:19])=[CH:16][C:11]=3[NH:10][N:9]=2)=[CH:6][CH:7]=1. Reported procedure: To the solution of (R)-1-(3-(4-fluorophenyl)-1-trityl-1H-pyrazolo[4,3-c]pyridin-6-yl)-3-(1-phenylethyl)urea (61 mg, 0.10 mmol) in DCM (0.5 mL) was added TFA (0.5 mL) and triethylsilane (0.05 mL, 0.313 mmol). The mixture was stirred at room temperature for 10 min, concentrated in vacuo and purified on reversed phase HPLC to afford (R)-1-(3-(4-fluorophenyl)-1H-pyrazolo[4,3-c]pyridin-6-yl)-3-(1-phenylethyl)urea (40 mg, 0.083 mmol, 83%) as a yellow solid. MS ESI calcd. for C21H19FN5O [M+H]+ 376, fou...